From a dataset of the Open Reaction Database (ORD), a public repository of structured organic reaction records. describe an organic reaction: reactants, conditions, products, and yield The reactants are O=C(NCC=1C=CC=CC1)C2=CC=C(C=C2)C(F)(F)F. The reagents and catalysts are O1B(OC(C)(C)C1(C)C)B2OC(C)(C)C(O2)(C)C, O=C(NC1=CC=CC2=C1NC(=C2C)C)C=3C=NC(=CC3)C4=NC=CC=C4, C[OH2+].C[OH2+].C1CC=CCCC=C1.C1CC=CCCC=C1.[Ir].[Ir]. Solvent: O1CCCC1. Reaction conditions: temperature 60 celsius, time 96 hour. Yields the product O=C(NCC=1C=CC=CC1)C2=CC=C(C=C2B3OC(C)(C)C(O3)(C)C)C(F)(F)F. Yield: 40.0%. Procedure: Isolated by chromatography using deactivated silica gel and ethyl acetate and petroleum ether (10:1 to 1:1) as the eluent. Reactants: CCc1c(C(=O)C(N)=O)c2c(OCC(=O)OCc3ccccc3)c3ccccc3cc2n1Cc1ccccc1, C1=CCC=CC1, C1CCOC1. Yields the product CCc1c(C(=O)C(N)=O)c2c(OCC(=O)O)c3ccccc3cc2n1Cc1ccccc1. RXN SMILES: [CH2:1]([c:2]1[cH:3][cH:4][cH:5][cH:6][cH:7]1)[O:8][C:9]([CH2:10][O:11][c:12]1[c:13]2[c:14]([C:34]([C:35](=[O:36])[NH2:37])=[O:38])[c:15]([CH2:32][CH3:33])[n:16]([CH2:25][c:26]3[cH:27][cH:28][cH:29][cH:30][cH:31]3)[c:17]2[cH:18][c:19]2[c:20]1[cH:21][cH:22][cH:23][cH:24]2)=[O:39].[CH:40]1=[CH:45][CH2:44][CH:43]=[CH:42][CH2:41]1.[O:46]1[CH2:47][CH2:48][CH2:49][CH2:50]1>>[O:8]=[C:9]([CH2:10][O:11][c:12]1[c:13]2[c:14]([C:34]([C:35](=[O:36])[NH2:37])=[O:38])[c:15]([CH2:32][CH3:33])[n:16]([CH2:25][c:26]3[cH:27][cH:28][cH:29][cH:30][cH:31]3)[c:17]2[cH:18][c:19]2[c:20]1[cH:21][cH:22][cH:23][cH:24]2)[OH:39]. Reactants: ClC1=CC=CC2=C(C3=CC=CC(=C3C=C12)Cl)C=O (4,5-dichloro-9-anthracenecarbaldehyde), CC(CO)(CO)N (2-methyl-2-amino-1,3-propanediol). Yields the product Cl.ClC1=CC=CC2=C(C3=CC=CC(=C3C=C12)Cl)CNC(CO)(CO)C (2-((4,5-dichloro-9-anthracenylmethyl)amino)-2-methyl-1,3-propanediol hydrochloride). Reaction SMILES: [Cl:1][C:2]1[C:15]2[C:6](=[C:7]([CH:17]=O)[C:8]3[C:13]([CH:14]=2)=[C:12]([Cl:16])[CH:11]=[CH:10][CH:9]=3)[CH:5]=[CH:4][CH:3]=1.[CH3:19][C:20]([NH2:25])([CH2:23][OH:24])[CH2:21][OH:22]>>[ClH:1].[Cl:1][C:2]1[C:15]2[C:6](=[C:7]([CH2:17][NH:25][C:20]([CH3:19])([CH2:23][OH:24])[CH2:21][OH:22])[C:8]3[C:13]([CH:14]=2)=[C:12]([Cl:16])[CH:11]=[CH:10][CH:9]=3)[CH:5]=[CH:4][CH:3]=1 |f:2.3|. Reported procedure: Using the reductive amination procedure outlined in 1, 4,5-dichloro-9-anthracenecarbaldehyde and 2-methyl-2-amino-1,3-propanediol (Aldrich) gave 2-((4,5-dichloro-9-anthracenylmethyl)amino)-2-methyl-1,3-propanediol hydrochloride mp 239.5°-240.5° (dec), (EtOH/Et2O), (C, H, Cl, N). The solvent is O1CCOCC1 (dioxane). Reactants: COC(CCN1[C@H](CCC1)COC1=CC=C(C=C1)N1N=C2C=CC=CC2=C1Cl)=O (3-{(R)-2-[4-(3-Chloro-indazol-2-yl)-phenoxymethyl]-pyrrolidin-1-yl}-propionic acid methyl ester), O (water), Cl (HCl). Run at time 16 hour. Reported procedure: A mixture of the product of step 1 (0.37 g, 0.89 mmol), water (1 mL) and HCl (4 M in dioxane, 2.3 mL, 9.1 mmol) in dioxane (5 mL) was stirred at room temperature for 16 h. After the solvent was removed, the residue was triturated with ether to provide the title compound (200 mg, 44%) as a hydrochloride salt. 1H NMR (400 MHz, CDCl3) δ 7.72-7.66 (m, 4H), 7.41 (m, 1H), 7.23 (m, 3H), 4.44 (br, 2H), 4.03 (br, 1H), 3.71 (br, 2H), 3.35 (br, 1H), 3.20 (br, 1H), 2.87 (t, J=8 Hz, 2H), 2.27 (m, 1H), 2.09-1... Yields the product Cl.ClC=1N(N=C2C=CC=CC12)C1=CC=C(OC[C@@H]2N(CCC2)CCC(=O)O)C=C1 (3-{(R)-2-[4-(3-Chloro-indazol-2-yl)-phenoxymethyl]-pyrrolidin-1-yl}-propionic acid Hydrochloride). Isolated yield 103.0%. As a reaction SMILES: C[O:2][C:3](=[O:29])[CH2:4][CH2:5][N:6]1[CH2:10][CH2:9][CH2:8][C@@H:7]1[CH2:11][O:12][C:13]1[CH:18]=[CH:17][C:16]([N:19]2[C:27]([Cl:28])=[C:26]3[C:21]([CH:22]=[CH:23][CH:24]=[CH:25]3)=[N:20]2)=[CH:15][CH:14]=1.O.Cl>O1CCOCC1>[ClH:28].[Cl:28][C:27]1[N:19]([C:16]2[CH:17]=[CH:18][C:13]([O:12][CH2:11][C@H:7]3[CH2:8][CH2:9][CH2:10][N:6]3[CH2:5][CH2:4][C:3]([OH:29])=[O:2])=[CH:14][CH:15]=2)[N:20]=[C:21]2[C:26]=1[CH:25]=[CH:24][CH:23]=[CH:22]2 |f:4.5|. The reactants are Cc1ccccc1, [Ca+2], [Cl-], [Cl-], COC(=O)NCc1cc(C#CC(C)(C)O)ccc1Cl, Cl, [Cu]I, [Cu], O. Product: COC(=O)NCc1cc(C#CC(C)(C)OC)ccc1Cl. As a reaction SMILES: [CH3:25][c:26]1[cH:27][cH:28][cH:29][cH:30][cH:31]1.[Ca+2:22].[Cl-:20].[Cl-:21].[Cl:1][c:2]1[c:3]([CH2:4][NH:5][C:6]([O:7][CH3:8])=[O:9])[cH:10][c:11]([C:14]#[C:15][C:16]([CH3:17])([CH3:18])[OH:19])[cH:12][cH:13]1.[ClH:23].[Cu:32][I:33].[Cu:34].[OH2:24]>>[Cl:1][c:2]1[c:3]([CH2:4][NH:5][C:6]([O:7][CH3:8])=[O:9])[cH:10][c:11]([C:14]#[C:15][C:16]([CH3:17])([CH3:18])[O:19][CH3:25])[cH:12][cH:13]1. Reactants: NC1=NOC(=C1)C (3-amino-5-methylisoxazole), ClCC(=O)Cl (chloroacetylchloride). Product: ClCC(=O)NC1=NOC(=C1)C (3-(chloroacetamido)-5-methylisoxazole). As a reaction SMILES: [NH2:1][C:2]1[CH:6]=[C:5]([CH3:7])[O:4][N:3]=1.[Cl:8][CH2:9][C:10](Cl)=[O:11]>>[Cl:8][CH2:9][C:10]([NH:1][C:2]1[CH:6]=[C:5]([CH3:7])[O:4][N:3]=1)=[O:11]. Procedure: A process according to claim 1 wherein, in Step a, 3-amino-5-methylisoxazole is reacted with chloroacetylchloride to form 3-(chloroacetamido)-5-methylisoxazole. Starting materials: [H-].[Na+] (NaH), [H-].[Na+] (NaH), oil, NC=1SC(=C(N1)C)C(C)=O (2-amino-5-acetyl-4-methyl-thiazole), C(OC1=CC=CC=C1)(OC1=CC=CC=C1)=O (Diphenyl carbonate). Run in C(Cl)(Cl)Cl (CHCl3), CN(C)C=O (DMF), CCCCCC (hexane). Product: CC=1N=C(SC1)NC(OC1=CC=CC=C1)=O (phenyl 4-methylthiazol-2-ylcarbamate). The yield is 100.0%. RXN SMILES: [H-].[Na+].[NH2:3][C:4]1[S:5][C:6](C(=O)C)=[C:7]([CH3:9])[N:8]=1.[C:13](=O)([O:21]C1C=CC=CC=1)[O:14][C:15]1[CH:20]=[CH:19][CH:18]=[CH:17][CH:16]=1>CCCCCC.CN(C=O)C.C(Cl)(Cl)Cl>[CH3:9][C:7]1[N:8]=[C:4]([NH:3][C:13](=[O:21])[O:14][C:15]2[CH:20]=[CH:19][CH:18]=[CH:17][CH:16]=2)[S:5][CH:6]=1 |f:0.1|. Procedure: In a round-bottom flask, NaH 60% dispersion in mineral oil (3.07 g, 77 mmol) was washed 2× with hexane and suspended in DMF. Then 2-amino-5-acetyl-4-methyl-thiazole (10.0 g, 64 mmol) was added and stirred while cooling in an ice bath. Stirring continued until the NaH was consumed. Diphenyl carbonate (34 g, 160 mmol) was added while cooling and after the addition was complete the reaction mixture was stirred for an additional 30 minutes at room temperature. The DMF was removed on a rotary evapora... Reactants: O=C(O)CCC(=O)OCc1ccccc1, CN(C)C=O, C(=NC1CCCCC1)=NC1CCCCC1, O=c1cc(O)cc[nH]1. The product is O=C(CCC(=O)Oc1cc[nH]c(=O)c1)OCc1ccccc1. Reaction SMILES: [CH2:9]([c:10]1[cH:11][cH:12][cH:13][cH:14][cH:15]1)[O:16][C:17](=[O:18])[CH2:19][CH2:20][C:21](=[O:22])[OH:23].[CH3:39][N:40]([CH3:41])[CH:42]=[O:43].[CH:24]1([N:25]=[C:26]=[N:27][CH:28]2[CH2:29][CH2:30][CH2:31][CH2:32][CH2:33]2)[CH2:34][CH2:35][CH2:36][CH2:37][CH2:38]1.[OH:1][c:2]1[cH:3][c:4](=[O:8])[nH:5][cH:6][cH:7]1>>[O:1]([c:2]1[cH:3][c:4](=[O:8])[nH:5][cH:6][cH:7]1)[C:21]([CH2:20][CH2:19][C:17]([O:16][CH2:9][c:10]1[cH:11][cH:12][cH:13][cH:14][cH:15]1)=[O:18])=[O:22].